Dataset: the Open Reaction Database (ORD), a public repository of structured organic reaction records. Task: describe an organic reaction: reactants, conditions, products, and yield Reactants: O.O.[Sn](Cl)Cl (tin(II) chloride dihydrate), C([O-])(O)=O.[Na+] (sodium bicarbonate), CS(=O)(=O)C1=CC=C(C=C1)O (4-methanesulfonyl-phenol), C([O-])([O-])=O.[Cs+].[Cs+] (cesium carbonate), C(C)(=O)N1[C@H](CC[C@@H]1C)C1=CC(=C(C=C1F)NC(=O)C1=NC=CN=C1)[N+](=O)[O-] (N-(4-((2R,5S)-1-acetyl-5-methylpyrrolidin-2-yl)-5-fluoro-2-nitrophenyl)pyrazine-2-carboxamide). Solvent: C(C)(=O)OCC (Ethyl acetate), CN1C(CCC1)=O (N-methylpyrrolidinone). Run at temperature 90 celsius, time 1 hour. Yields the product C(C)(=O)N1[C@H](CC[C@@H]1C)C=1C(=CC2=C(NC(=N2)C2=NC=CN=C2)C1)OC1=CC=C(C=C1)S(=O)(=O)C (6-((2R,5S)-1-acetyl-5-methylpyrrolidin-2-yl)-5-(4-methanesulfonyl-phenoxy)-2-pyrazin-2-yl-1H-benzimidazole). RXN SMILES: [CH3:1][S:2]([C:5]1[CH:10]=[CH:9][C:8]([OH:11])=[CH:7][CH:6]=1)(=[O:4])=[O:3].C(=O)([O-])[O-].[Cs+].[Cs+].[C:18]([N:21]1[C@@H:25]([CH3:26])[CH2:24][CH2:23][C@@H:22]1[C:27]1[C:32](F)=[CH:31][C:30]([NH:34][C:35]([C:37]2[CH:42]=[N:41][CH:40]=[CH:39][N:38]=2)=O)=[C:29]([N+:43]([O-])=O)[CH:28]=1)(=[O:20])[CH3:19].O.O.[Sn](Cl)Cl.C(=O)(O)[O-].[Na+]>C(OCC)(=O)C.CN1CCCC1=O>[C:18]([N:21]1[C@@H:25]([CH3:26])[CH2:24][CH2:23][C@@H:22]1[C:27]1[C:32]([O:11][C:8]2[CH:9]=[CH:10][C:5]([S:2]([CH3:1])(=[O:3])=[O:4])=[CH:6][CH:7]=2)=[CH:31][C:30]2[N:34]=[C:35]([C:37]3[CH:42]=[N:41][CH:40]=[CH:39][N:38]=3)[NH:43][C:29]=2[CH:28]=1)(=[O:20])[CH3:19] |f:1.2.3,5.6.7,8.9|. Procedure details: 9.2 mg of 4-methanesulfonyl-phenol and 26.2 mg of cesium carbonate were added to an N-methylpyrrolidinone (1 ml) solution of 10.4 mg of N-(4-((2R,5S)-1-acetyl-5-methylpyrrolidin-2-yl)-5-fluoro-2-nitrophenyl)pyrazine-2-carboxamide, and the reaction liquid was stirred at 90° C. for 1 hour. 60 mg of tin(II) chloride dihydrate was added to it, and the reaction liquid was stirred at 90° C. for 1 h our and at 100° C. for 2 hours. Ethyl acetate and aqueous saturated sodium bicarbonate were added to the... Reactants: OC1=CC=C(C(=O)OCC)C=C1 (ethyl p-hydroxybenzoate), C(CCCCCCC)Br (n-octyl bromide). Yields the product C(CCCCCCC)OC1=CC=C(C(=O)O)C=C1 (4-Octyloxybenzoic acid). As a reaction SMILES: [OH:1][C:2]1[CH:12]=[CH:11][C:5]([C:6]([O:8]CC)=[O:7])=[CH:4][CH:3]=1.[CH2:13](Br)[CH2:14][CH2:15][CH2:16][CH2:17][CH2:18][CH2:19][CH3:20]>>[CH2:13]([O:1][C:2]1[CH:3]=[CH:4][C:5]([C:6]([OH:8])=[O:7])=[CH:11][CH:12]=1)[CH2:14][CH2:15][CH2:16][CH2:17][CH2:18][CH2:19][CH3:20]. Procedure: Using ethyl p-hydroxybenzoate (36.7 g, 0.22 mol) and n-octyl bromide (50 g, 0.26 mol), the reaction was carried out in the same manner as described in Example 13, (1), and then recrystallized from ethanol to give the title compound as a white micro-needles; yield: 43.0 g (71.6%); mp 100.2°-101.4° C. (the 1st mp), 107.0°-107.6° C. (the 2nd mp). The solvent is O1CCOCC1 (dioxane), O1CCOCC1 (dioxane). Procedure details: tert-Butyl 6,8-dioxo-2,5,7-triazaspiro[3.4]octane-2-carboxylate (Preparation 18A, 620 mg, 2.57 mmol) was dissolved in 15 mL of hot dioxane until a homogeneous yellow solution formed. To this solution was added 30 mL of 4 M hydrochloric acid in dioxane. The reaction was stirred for 3 h and then concentrated in vacuo to give 2,5,7-triazaspiro[3.4]octane-6,8-dione, hydrochloric acid (420 mg, 92%). MS (M+1)=142.0. 1H NMR (400 MHz, DMSO-d6) δ ppm 10.9 (1H, s), 9.30 (2H, br d), 8.70 (1H, s), 4.15 (1H,... Reactants: Cl (hydrochloric acid), O=C1NC2(CN(C2)C(=O)OC(C)(C)C)C(N1)=O (tert-Butyl 6,8-dioxo-2,5,7-triazaspiro[3.4]octane-2-carboxylate). Conditions: time 3 hour. The product is C1NCC12NC(NC2=O)=O (2,5,7-triazaspiro[3.4]octane-6,8-dione), Cl (hydrochloric acid). As a reaction SMILES: [O:1]=[C:2]1[NH:16][C:15](=[O:17])[C:4]2([CH2:7][N:6](C(OC(C)(C)C)=O)[CH2:5]2)[NH:3]1.[ClH:18]>O1CCOCC1>[CH2:5]1[C:4]2([C:15](=[O:17])[NH:16][C:2](=[O:1])[NH:3]2)[CH2:7][NH:6]1.[ClH:18]. Yield: 92.0%.